Dataset: the Open Reaction Database (ORD), a public repository of structured organic reaction records. Task: describe an organic reaction: reactants, conditions, products, and yield The reactants are C1(CCCC1)C(CC#N)N1N=CC(=C1)C=1C2=C(N=C(N1)OC)NC=C2I (3-cyclopentyl-3-[4-(5-iodo-2-methoxy-7H-pyrrolo[2,3-d]pyrimidin-4-yl)-1H-pyrazol-1-yl]propanenitrile), C(C)(=O)O (acetic acid). Reagents/catalysts: C(C)(=O)[O-].[Ag+] (silver acetate). Reaction conditions: temperature 70 celsius, time 20 minute. Yields the product C(C)(=O)OC1=CNC=2N=C(N=C(C21)C=2C=NN(C2)[C@H](CC#N)C2CCCC2)OC ((R)-4-[1-(2-cyano-1-cyclopentylethyl)-1H-pyrazol-4-yl]-2-methoxy-7H-pyrrolo[2,3-d]pyrimidin-5-yl acetate). Reaction SMILES: [CH:1]1([CH:6]([N:10]2[CH:14]=[C:13]([C:15]3[C:16]4[C:25](I)=[CH:24][NH:23][C:17]=4[N:18]=[C:19]([O:21][CH3:22])[N:20]=3)[CH:12]=[N:11]2)[CH2:7][C:8]#[N:9])[CH2:5][CH2:4][CH2:3][CH2:2]1.[C:27]([OH:30])(=[O:29])[CH3:28]>C([O-])(=O)C.[Ag+]>[C:27]([O:30][C:25]1[C:16]2[C:15]([C:13]3[CH:12]=[N:11][N:10]([C@@H:6]([CH:1]4[CH2:5][CH2:4][CH2:3][CH2:2]4)[CH2:7][C:8]#[N:9])[CH:14]=3)=[N:20][C:19]([O:21][CH3:22])=[N:18][C:17]=2[NH:23][CH:24]=1)(=[O:29])[CH3:28] |f:2.3|. Reported procedure: A solution of 3-cyclopentyl-3-[4-(5-iodo-2-methoxy-7H-pyrrolo[2,3-d]pyrimidin-4-yl)-1H-pyrazol-1-yl]propanenitrile (0.25 g, 0.54 mmol) in acetic acid (3 mL) was treated with silver acetate (0.27 g, 1.6 mmol) and heated to 70° C. for 16 h. The mixture was filtered, rinsed with MeCN, water was added to the filtrate and this mixture was stirred for 20 min, Solid sodium chloride was added to this solution. The product was obtained by extraction of this aqueous mixture with three portions of ethyl ac... Reactants: FC=1C=C(C(=O)O)C=C(C1)C=1C=CC2=C(C(=C(O2)C2=CC=C(C=C2)F)C(NC)=O)C1 (3-fluoro-5-(2-(4-fluorophenyl)-3-(methylcarbamoyl)benzofuran-5-yl)benzoic acid), Cl.Cl.N1=C(C=CC=C1)C1(CC1)N (1-(pyridin-2-yl)cyclopropanamine dihydrochloride). The solvent is O (H2O). Product: FC=1C=C(C=C(C1)C(NC1(CC1)C1=NC=CC=C1)=O)C=1C=CC2=C(C(=C(O2)C2=CC=C(C=C2)F)C(=O)NC)C1 (5-(3-Fluoro-5-(1-(pyridin-2-yl)cyclopropylcarbamoyl)phenyl)-2-(4-fluorophenyl)-N-methylbenzofuran-3-carboxamide). Reaction SMILES: [F:1][C:2]1[CH:3]=[C:4]([CH:8]=[C:9]([C:11]2[CH:12]=[CH:13][C:14]3[O:18][C:17]([C:19]4[CH:24]=[CH:23][C:22]([F:25])=[CH:21][CH:20]=4)=[C:16]([C:26](=[O:29])[NH:27][CH3:28])[C:15]=3[CH:30]=2)[CH:10]=1)[C:5]([OH:7])=O.Cl.Cl.[N:33]1[CH:38]=[CH:37][CH:36]=[CH:35][C:34]=1[C:39]1([NH2:42])[CH2:41][CH2:40]1>O>[F:1][C:2]1[CH:10]=[C:9]([C:11]2[CH:12]=[CH:13][C:14]3[O:18][C:17]([C:19]4[CH:24]=[CH:23][C:22]([F:25])=[CH:21][CH:20]=4)=[C:16]([C:26]([NH:27][CH3:28])=[O:29])[C:15]=3[CH:30]=2)[CH:8]=[C:4]([C:5](=[O:7])[NH:42][C:39]2([C:34]3[CH:35]=[CH:36][CH:37]=[CH:38][N:33]=3)[CH2:41][CH2:40]2)[CH:3]=1 |f:1.2.3|. Procedure details: The product precipitated from the reaction mixture during the coupling of 3-fluoro-5-(2-(4-fluorophenyl)-3-(methylcarbamoyl)benzofuran-5-yl)benzoic acid (0.068 mmol scale) with 1-(pyridin-2-yl)cyclopropanamine dihydrochloride (TBTU, iPr2NET, DMF, r.t.). The mixture was diluted with 4 ml H2O, the off white solid filtered and washed with 3×2 ml H2O. The solid was further washed with 3×1 ml MeOH and dried. 1H NMR (500 MHz, DMSO-d6) δ 9.50 (s, 1H), 8.52 (d, J=4.58, 1H), 8.47 (d, J=3.97, 1H), 8.17 (s... The reactants are ClC1=C(C(=CC=C1)F)C(C(=O)N)O (2-(2-Chloro-6-fluorophenyl)-2-hydroxyacetamide), C(OC)(OC)=O (dimethyl carbonate), CC(C)([O-])C.[K+] (Potassium tert-butoxide). Run in C(C)(C)(C)O (tert-butanol). The product is ClC1=C(C(=CC=C1)F)C1C(NC(O1)=O)=O (5-(2-chloro-6-fluorophenyl)oxazolidine-2,4-dione). Isolated yield 101.6%. Reaction SMILES: [Cl:1][C:2]1[CH:7]=[CH:6][CH:5]=[C:4]([F:8])[C:3]=1[CH:9]([OH:13])[C:10]([NH2:12])=[O:11].[C:14](=O)(OC)[O:15]C.CC(C)([O-])C.[K+]>C(O)(C)(C)C>[Cl:1][C:2]1[CH:7]=[CH:6][CH:5]=[C:4]([F:8])[C:3]=1[CH:9]1[O:13][C:14](=[O:15])[NH:12][C:10]1=[O:11] |f:2.3|. Reported procedure: 2-(2-Chloro-6-fluorophenyl)-2-hydroxyacetamide (3 g., 15 mmoles) was taken into 40 ml. of tert-butanol and dimethyl carbonate (2.7 g., 2.5 ml. 30 mmoles). Potassium tert-butoxide (3.4 g., 30 mmoles) was added portionwise and the reaction mixture heated to reflux for 65 minutes, cooled to room temperature, quenched by the portionwise addition of 60 ml. of 1 N hydrochloric acid, poured into 200 ml. of water and extracted with three portions of ethyl acetate. The combined organic extracts were wash...